This data is from the Open Reaction Database (ORD), a public repository of structured organic reaction records. The task is: describe an organic reaction: reactants, conditions, products, and yield Starting materials: C(CC)N1CCC(CC1)=O (1-propyl-4-piperidone), BrC=1C=C(C=CC1)SC (3-bromothioanisole), solution, BrC=1C=C(C=CC1)SC (3-bromothioanisole), [Mg] (magnesium), II (iodine crystals), BrC=1C=C(C=CC1)SC (3-Bromothioanisole). Solvent: C(C)OCC (diethyl ether), C(C)OCC (diethyl ether), C(C)OCC (diethyl ether), C(C)OCC (diethyl ether), C(C)OCC (diethyl ether). The product is CSC=1C=C(C=CC1)C1(CCN(CC1)CCC)O (4-(3-Methylsulfanyl-phenyl)-1-propyl-piperidin-4-ol). RXN SMILES: Br[C:2]1[CH:3]=[C:4]([S:8][CH3:9])[CH:5]=[CH:6][CH:7]=1.[Mg].II.[CH2:13]([N:16]1[CH2:21][CH2:20][C:19](=[O:22])[CH2:18][CH2:17]1)[CH2:14][CH3:15]>C(OCC)C>[CH3:9][S:8][C:4]1[CH:3]=[C:2]([C:19]2([OH:22])[CH2:20][CH2:21][N:16]([CH2:13][CH2:14][CH3:15])[CH2:17][CH2:18]2)[CH:7]=[CH:6][CH:5]=1. Reported procedure: 3-Bromothioanisole (960 mg, 4.73 mmol) was dissolved in 10 mL of diethyl ether dried on Na. 1-Propyl-4-piperidone was dissolved in 8 mL of dry diethyl ether. Approximately 10% of the solution of 3-bromothioanisole in dry diethyl ether was added to magnesium (344 mg, 14.15 mmol) and a few iodine crystals in a dried 250 mL three-necked flask in a nitrogen atmosphere. When the brown mixture turned colourless, the remaining solution of 3-bromothioanisole in dry diethyl ether was added drop wise, whi... Reactants: BrCCOc1ccc2nonc2c1, O=C([O-])O, CS(=O)(=O)Nc1ccc2c(c1)C(=O)CC1(CCNCC1)O2, CC#N, CCOC(C)=O, Cl, [I-], [K+], [Na+]. Yields the product CS(=O)(=O)Nc1ccc2c(c1)C(=O)CC1(CCN(CCOc3ccc4nonc4c3)CC1)O2, Cl. RXN SMILES: [Br:1][CH2:2][CH2:3][O:4][c:5]1[cH:6][cH:7][c:8]2[c:9]([n:10][o:11][n:12]2)[cH:13]1.[C:36](=[O:37])([OH:38])[O-:39].[CH3:15][S:16](=[O:17])(=[O:18])[NH:19][c:20]1[cH:21][cH:22][c:23]2[c:24]([cH:35]1)[C:25](=[O:34])[CH2:26][C:27]1([O:28]2)[CH2:29][CH2:30][NH:31][CH2:32][CH2:33]1.[CH3:43][C:44]#[N:45].[CH3:46][CH2:47][O:48][C:49]([CH3:50])=[O:51].[ClH:14].[I-:42].[K+:41].[Na+:40]>>[CH2:2]([CH2:3][O:4][c:5]1[cH:6][cH:7][c:8]2[c:9]([n:10][o:11][n:12]2)[cH:13]1)[N:31]1[CH2:30][CH2:29][C:27]2([CH2:26][C:25](=[O:34])[c:24]3[c:23]([cH:22][cH:21][c:20]([NH:19][S:16]([CH3:15])(=[O:17])=[O:18])[cH:35]3)[O:28]2)[CH2:33][CH2:32]1.[ClH:14]. Reactants: [BH4-].[Na+] (sodium borohydride), BrC1C(C2=C(SC1)SC(=C2)S(=O)(=O)N)=O (5,6-dihydro-5-bromo-4H-thieno[2,3-b]thiopyran-4-one-2-sulfonamide), Cl (hydrochloric acid). The solvent is O (water), CO (methanol). Reaction conditions: temperature -10 celsius, time 2 hour. The product is BrC1C(C2=C(SC1)SC(=C2)S(=O)(=O)N)O (5,6-Dihydro-5-bromo-4-hydroxy-4H-thieno[2,3-b]thiopyran-2-sulfonamide). Yield: 65.9%. As a reaction SMILES: [Br:1][CH:2]1[CH2:7][S:6][C:5]2[S:8][C:9]([S:11]([NH2:14])(=[O:13])=[O:12])=[CH:10][C:4]=2[C:3]1=[O:15].[BH4-].[Na+].Cl>CO.O>[Br:1][CH:2]1[CH2:7][S:6][C:5]2[S:8][C:9]([S:11]([NH2:14])(=[O:13])=[O:12])=[CH:10][C:4]=2[CH:3]1[OH:15] |f:1.2|. Procedure: A suspension of 5,6-dihydro-5-bromo-4H-thieno[2,3-b]thiopyran-4-one-2-sulfonamide (2.58 g, 0.0079 m) in methanol (100 ml) was cooled to -10° C. and vigorously stirred while a solution of sodium borohydride (0.45 g, 0.012 m) in water (10 ml) was added over 25 minutes while maintaining the temperature at -10° to -5° C. The mixture was stirred at ambient temperature for 2 hours, then acidified with 6N hydrochloric acid and concentrated in vacuo below 40° C. The residue was distributed between ethyl... Reactants: O=c1[nH]nc(Cl)c2cc(Br)ccc12, CC(C)(C)OC(=O)N1CCCN(c2ccccc2CN)CC1, O=C(C=Cc1ccccc1)C=Cc1ccccc1, O=C(C=Cc1ccccc1)C=Cc1ccccc1, O=C(C=Cc1ccccc1)C=Cc1ccccc1, [Pd], [Pd], c1ccc(P(c2ccccc2)c2ccc3ccccc3c2-c2c(P(c3ccccc3)c3ccccc3)ccc3ccccc23)cc1. Yields the product CC(C)(C)OC(=O)N1CCCN(c2ccccc2CNc2ccc3c(=O)[nH]nc(Cl)c3c2)CC1. As a reaction SMILES: [Br:1][c:2]1[cH:3][c:4]2[c:5]([Cl:13])[n:6][nH:7][c:8](=[O:12])[c:9]2[cH:10][cH:11]1.[C:14]([CH3:15])([CH3:16])([CH3:17])[O:18][C:19](=[O:20])[N:21]1[CH2:22][CH2:23][N:24]([c:28]2[c:29]([CH2:34][NH2:35])[cH:30][cH:31][cH:32][cH:33]2)[CH2:25][CH2:26][CH2:27]1.[O:102]=[C:103]([CH:104]=[CH:105][c:106]1[cH:107][cH:108][cH:109][cH:110][cH:111]1)[CH:112]=[CH:113][c:114]1[cH:115][cH:116][cH:117][cH:118][cH:119]1.[O:120]=[C:121]([CH:122]=[CH:123][c:124]1[cH:125][cH:126][cH:127][cH:128][cH:129]1)[CH:130]=[CH:131][c:132]1[cH:133][cH:134][cH:135][cH:136][cH:137]1.[O:84]=[C:85]([CH:86]=[CH:87][c:88]1[cH:89][cH:90][cH:91][cH:92][cH:93]1)[CH:94]=[CH:95][c:96]1[cH:97][cH:98][cH:99][cH:100][cH:101]1.[Pd:82].[Pd:83].[cH:36]1[cH:37][cH:38][c:39]([P:40]([c:41]2[cH:42][cH:43][c:44]3[c:45]([cH:46][cH:47][cH:48][cH:49]3)[c:50]2-[c:51]2[c:52]3[c:53]([cH:54][cH:55][cH:56][cH:57]3)[cH:58][cH:59][c:60]2[P:61]([c:62]2[cH:63][cH:64][cH:65][cH:66][cH:67]2)[c:68]2[cH:69][cH:70][cH:71][cH:72][cH:73]2)[c:74]2[cH:75][cH:76][cH:77][cH:78][cH:79]2)[cH:80][cH:81]1>>[c:2]1([NH:35][CH2:34][c:29]2[c:28]([N:24]3[CH2:23][CH2:22][N:21]([C:19]([O:18][C:14]([CH3:15])([CH3:16])[CH3:17])=[O:20])[CH2:27][CH2:26][CH2:25]3)[cH:33][cH:32][cH:31][cH:30]2)[cH:3][c:4]2[c:5]([Cl:13])[n:6][nH:7][c:8](=[O:12])[c:9]2[cH:10][cH:11]1. Reactants: CCC(=O)c1csc(NC(=O)C(C(C)c2ccccc2)N2C(=O)NC(c3ccc(OCC(=O)OC)cc3)C2=O)n1, [Li+], O=C1CNC(=O)N1, C1CCOC1, [OH-], O. Product: CCC(=O)c1csc(NC(=O)C(C(C)c2ccccc2)N2C(=O)NC(c3ccc(OCC(=O)O)cc3)C2=O)n1. Reaction SMILES: [CH3:1][O:2][C:3]([CH2:4][O:5][c:6]1[cH:7][cH:8][c:9]([CH:12]2[NH:13][C:14](=[O:39])[N:15]([CH:18]([CH:19]([CH3:20])[c:21]3[cH:22][cH:23][cH:24][cH:25][cH:26]3)[C:27]([NH:28][c:29]3[s:30][cH:31][c:32]([C:34]([CH2:35][CH3:36])=[O:37])[n:33]3)=[O:38])[C:16]2=[O:17])[cH:10][cH:11]1)=[O:40].[Li+:43].[NH:44]1[CH2:45][C:46](=[O:47])[NH:48][C:49]1=[O:50].[O:51]1[CH2:52][CH2:53][CH2:54][CH2:55]1.[OH-:42].[OH2:41]>>[O:2]=[C:3]([CH2:4][O:5][c:6]1[cH:7][cH:8][c:9]([CH:12]2[NH:13][C:14](=[O:39])[N:15]([CH:18]([CH:19]([CH3:20])[c:21]3[cH:22][cH:23][cH:24][cH:25][cH:26]3)[C:27]([NH:28][c:29]3[s:30][cH:31][c:32]([C:34]([CH2:35][CH3:36])=[O:37])[n:33]3)=[O:38])[C:16]2=[O:17])[cH:10][cH:11]1)[OH:40].